This data is from the Open Reaction Database (ORD), a public repository of structured organic reaction records. The task is: describe an organic reaction: reactants, conditions, products, and yield Reactants: CC(=O)O, [I-], O=N[O-], Nc1cc(OCC2CCCCC2)nc(N)n1, [Na+]. The product is Nc1nc(N)c(N=O)c(OCC2CCCCC2)n1. As a reaction SMILES: [CH3:22][C:23](=[O:24])[OH:25].[I-:21].[N:17](=[O:18])[O-:19].[NH2:1][c:2]1[n:3][c:4]([NH2:16])[cH:5][c:6]([O:8][CH2:9][CH:10]2[CH2:11][CH2:12][CH2:13][CH2:14][CH2:15]2)[n:7]1.[Na+:20]>>[NH2:1][c:2]1[n:3][c:4]([NH2:16])[c:5]([N:17]=[O:18])[c:6]([O:8][CH2:9][CH:10]2[CH2:11][CH2:12][CH2:13][CH2:14][CH2:15]2)[n:7]1.